Dataset: the Open Reaction Database (ORD), a public repository of structured organic reaction records. Task: describe an organic reaction: reactants, conditions, products, and yield Yields the product Nc1cn2nc(Sc3nnc4ccccn34)ccc2n1. Reaction SMILES: [ClH:28].[F:29][C:30]([F:31])([F:32])[C:33]([OH:34])=[O:35].[O:36]1[CH2:37][CH2:38][O:39][CH2:40][CH2:41]1.[n:1]1[n:2][c:3]([S:10][c:11]2[cH:12][cH:13][c:14]3[n:15]([n:16]2)[cH:17][c:18]([NH:20][C:21](=[O:22])[O:23][C:24]([CH3:25])([CH3:26])[CH3:27])[n:19]3)[n:4]2[c:5]1[cH:6][cH:7][cH:8][cH:9]2>>[n:1]1[n:2][c:3]([S:10][c:11]2[cH:12][cH:13][c:14]3[n:15]([n:16]2)[cH:17][c:18]([NH2:20])[n:19]3)[n:4]2[c:5]1[cH:6][cH:7][cH:8][cH:9]2. Reactants: Cl, O=C(O)C(F)(F)F, C1COCCO1, CC(C)(C)OC(=O)Nc1cn2nc(Sc3nnc4ccccn34)ccc2n1. Reactants: N1=CC=CC=C1 (pyridine), C([O-])([O-])=O.[Na+].[Na+] (sodium carbonate), COC=1C(=CC=CC1)N (o-Anisidine), Cl.N1=CC(=CC=C1)S(=O)(=O)Cl (3-pyridinesulfonylchloride hydrochloride). Run in C1(=CC=CC=C1)C (toluene), O (water). Conditions: temperature 100 celsius, time 1.5 hour. Yields the product COC1=C(C=CC=C1)NS(=O)(=O)C=1C=NC=CC1 (N-(2-Methoxyphenyl)-3-pyridinesulfonamide). Isolated yield 83.5%. Reaction SMILES: [CH3:1][O:2][C:3]1[C:4]([NH2:9])=[CH:5][CH:6]=[CH:7][CH:8]=1.N1C=CC=CC=1.Cl.[N:17]1[CH:22]=[CH:21][CH:20]=[C:19]([S:23](Cl)(=[O:25])=[O:24])[CH:18]=1.C(=O)([O-])[O-].[Na+].[Na+]>C1(C)C=CC=CC=1.O>[CH3:1][O:2][C:3]1[CH:8]=[CH:7][CH:6]=[CH:5][C:4]=1[NH:9][S:23]([C:19]1[CH:18]=[N:17][CH:22]=[CH:21][CH:20]=1)(=[O:25])=[O:24] |f:2.3,4.5.6|. Procedure details: o-Anisidine (377 mg, 3.0 mmol) was dissolved in toluene (10 ml) to which were subsequently added pyridine (0.48 ml, 6.0 mmol) and 3-pyridinesulfonylchloride hydrochloride (642 mg, 3.0 mmol) at room temperature. After 1.5 hours of stirring at 100° C., the resulting reaction solution was mixed with water (20 ml), adjusted to pH 7 to 8 with anhydrous sodium carbonate, extracted with ethyl acetate and then washed with water and saturated brine. After drying on anhydrous sodium carbonate and removing... Reaction SMILES: [N:1]1([C:7](=[O:23])[CH2:8][CH:9]([CH2:13][CH:14]2[CH2:16][CH:15]2[C:17]2[CH:22]=[CH:21][CH:20]=[CH:19][CH:18]=2)[C:10](O)=[O:11])[CH2:6][CH2:5][O:4][CH2:3][CH2:2]1.[NH2:24][CH:25]([CH2:33][CH2:34][C:35]1[CH:40]=[CH:39][CH:38]=[CH:37][CH:36]=1)[C@@H:26]([C:28]1[O:29][CH:30]=[CH:31][N:32]=1)[OH:27]>>[N:1]1([C:7](=[O:23])[CH2:8][CH:9]([CH2:13][CH:14]2[CH2:16][CH:15]2[C:17]2[CH:22]=[CH:21][CH:20]=[CH:19][CH:18]=2)[C:10]([NH:24][CH:25]([C:26]([C:28]2[O:29][CH:30]=[CH:31][N:32]=2)=[O:27])[CH2:33][CH2:34][C:35]2[CH:40]=[CH:39][CH:38]=[CH:37][CH:36]=2)=[O:11])[CH2:6][CH2:5][O:4][CH2:3][CH2:2]1. Reported procedure: It is similarly prepared according to general procedure given for example X above but using 4-Morpholin-4-yl-4-oxo-2-(2-phenyl-cyclopropylmethyl)-butyric acid and (S)-2-Amino-1-oxazol-2-yl-4-phenyl-butan-1-ol. Reactants: N1(CCOCC1)C(CC(C(=O)O)CC1C(C1)C1=CC=CC=C1)=O (4-Morpholin-4-yl-4-oxo-2-(2-phenyl-cyclopropylmethyl)-butyric acid), NC([C@H](O)C=1OC=CN1)CCC1=CC=CC=C1 ((S)-2-Amino-1-oxazol-2-yl-4-phenyl-butan-1-ol). The product is N1(CCOCC1)C(CC(C(=O)NC(CCC1=CC=CC=C1)C(=O)C=1OC=CN1)CC1C(C1)C1=CC=CC=C1)=O (4-Morpholin-4-yl-N-[1-(oxazole-2-carbonyl)-3-phenyl-propyl]-4-oxo-2-(2-phenyl-cyclopropylmethyl)-butyrarnide). Starting materials: BrCC(=O)OC(C)(C)C (Tert-butyl bromoacetate), COC1=CC=C(CNC2=CC=C3C(=N2)NC=C3C(C)=O)C=C1 (1-[6-(4-methoxy-benzylamino)-1H-pyrrolo[2,3-b]pyridin-3-yl]-ethanone), C([O-])([O-])=O.[K+].[K+] (potassium carbonate), C([O-])([O-])=O.[K+].[K+] (Potassium carbonate), BrCC(=O)OC(C)(C)C (tert-butyl bromoacetate). Run in CC#N (CH3CN), C1CCOC1 (THF). Run at time 7 hour. Yields the product C(C)(C)(C)OC(CN1C=C(C=2C1=NC(=CC2)NCC2=CC=C(C=C2)OC)C(C)=O)=O ([3-Acetyl-6-(4-methoxy-benzylamino)-pyrrolo[2,3-b]pyridin-1-yl]-acetic acid tert-butyl ester). Reaction SMILES: Br[CH2:2][C:3]([O:5][C:6]([CH3:9])([CH3:8])[CH3:7])=[O:4].[CH3:10][O:11][C:12]1[CH:31]=[CH:30][C:15]([CH2:16][NH:17][C:18]2[N:23]=[C:22]3[NH:24][CH:25]=[C:26]([C:27](=[O:29])[CH3:28])[C:21]3=[CH:20][CH:19]=2)=[CH:14][CH:13]=1.C(=O)([O-])[O-].[K+].[K+]>CC#N.C1COCC1>[C:6]([O:5][C:3](=[O:4])[CH2:2][N:24]1[C:22]2=[N:23][C:18]([NH:17][CH2:16][C:15]3[CH:14]=[CH:13][C:12]([O:11][CH3:10])=[CH:31][CH:30]=3)=[CH:19][CH:20]=[C:21]2[C:26]([C:27](=[O:29])[CH3:28])=[CH:25]1)([CH3:9])([CH3:8])[CH3:7] |f:2.3.4|. Procedure: Tert-butyl bromoacetate (27 μL, 0.18 mmol) was added to a suspension of 1-[6-(4-methoxy-benzylamino)-1H-pyrrolo[2,3-b]pyridin-3-yl]-ethanone (0.17 mmol) and potassium carbonate (27.5 mg, 0.20 mmol) in CH3CN (0.33 mL) and THF (0.33 mL). The reaction mixture was stirred at RT for 7 h. Potassium carbonate (27.5 mg, 0.20 mmol) and tert-butyl bromoacetate (27 μL, 0.18 mmol) were added again and stirring was continued overnight, this operation was repeated the next day. The suspension was filtered, th... Reactants: C1(=CC=CC=C1)[Mg]Br (phenyl magnesium bromide), O=C1CC(CCC1)CC(=O)O (3-oxocyclohexane-1-acetic acid), Cl (hydrochloric acid), solution, C1(=CC=CC=C1)[Mg]Br (phenyl magnesium bromide). The solvent is CCOCC (ether), O1CCCC1 (tetrahydrofuran), O1CCCC1 (tetrahydrofuran), CCOCC (ether). Conditions: time 1 hour. Product: OC1(CC(CCC1)CC(=O)O)C1=CC=CC=C1 (3-Hydroxy-3-phenylcyclohexane-1-acetic acid). Isolated yield 43.2%. RXN SMILES: [C:1]1([Mg]Br)[CH:6]=[CH:5][CH:4]=[CH:3][CH:2]=1.[O:9]=[C:10]1[CH2:15][CH2:14][CH2:13][CH:12]([CH2:16][C:17]([OH:19])=[O:18])[CH2:11]1.Cl>CCOCC.O1CCCC1>[OH:9][C:10]1([C:1]2[CH:6]=[CH:5][CH:4]=[CH:3][CH:2]=2)[CH2:15][CH2:14][CH2:13][CH:12]([CH2:16][C:17]([OH:19])=[O:18])[CH2:11]1. Procedure: To a solution of 80 mmol of phenyl magnesium bromide (from 24.2 ml of a 3.3 M solution of phenyl magnesium bromide in ether) in 100 ml of tetrahydrofuran at 10° C. was slowly added 5.0 g (32.1 mmol) of 3-oxocyclohexane-1-acetic acid (prepared by the method of Bartlett and Woods, J.A.C.S. 62, 2933 (1960)) in 25 ml of tetrahydrofuran. The reaction was stirred 1 hr. longer at 25° and then added to 250 ml 1 N hydrochloric acid and 250 ml ether. The organic extract was extracted with 150 ml of 1 N so...